From a dataset of the Open Reaction Database (ORD), a public repository of structured organic reaction records. describe an organic reaction: reactants, conditions, products, and yield The reactants are CN(C)C1CCN(c2nc3ccc(N)cc3s2)C1, O=C(Cl)C(=O)Cl, O=C(O)C=Cc1cccc(Cl)c1, ClCCl, CN(C)C=O. Yields the product CN(C)C1CCN(c2nc3ccc(NC(=O)C=Cc4cccc(Cl)c4)cc3s2)C1. RXN SMILES: [CH3:24][N:25]([CH:26]1[CH2:27][N:28]([c:31]2[s:32][c:33]3[c:34]([n:35]2)[cH:36][cH:37][c:38]([NH2:40])[cH:39]3)[CH2:29][CH2:30]1)[CH3:41].[Cl:18][C:19]([C:20]([Cl:21])=[O:22])=[O:23].[Cl:1][c:2]1[cH:3][c:4]([CH:5]=[CH:6][C:7](=[O:8])[OH:9])[cH:10][cH:11][cH:12]1.[Cl:42][CH2:43][Cl:44].[O:13]=[CH:14][N:15]([CH3:16])[CH3:17]>>[Cl:1][c:2]1[cH:3][c:4]([CH:5]=[CH:6][C:7](=[O:9])[NH:40][c:38]2[cH:37][cH:36][c:34]3[c:33]([s:32][c:31]([N:28]4[CH2:27][CH:26]([N:25]([CH3:24])[CH3:41])[CH2:30][CH2:29]4)[n:35]3)[cH:39]2)[cH:10][cH:11][cH:12]1. The reactants are CC(CCCOC1=C2C=C(NC2=CC=C1)C(=O)O)C (4-(4-methyl-pentyloxy)-1H-indole-2-carboxylic acid), Cl.Cl.Cl.NC1CCN(CC1)CCN1CCC(CC1)O (1-[2-(4-Amino-piperidin-1-yl)-ethyl]-piperidin-4-ol tri-hydrochloride). The product is Cl.Cl.OC1CCN(CC1)CCN1CCC(CC1)NC(=O)C=1NC2=CC=CC(=C2C1)OCCCC(C)C (4-(4-Methyl-pentyloxy)-1H-indole-2-carboxylic acid {1-[2-(4-hydroxy-piperidin-1-yl)-ethyl]-piperidin-4-yl}-amide dihydrochloride). Procedure: This compound is synthesized analogously to Example 1 from 4-(4-methyl-pentyloxy)-1H-indole-2-carboxylic acid (91) (preparation see below) and amine 21. RXN SMILES: [CH3:1][CH:2]([CH3:19])[CH2:3][CH2:4][CH2:5][O:6][C:7]1[CH:15]=[CH:14][CH:13]=[C:12]2[C:8]=1[CH:9]=[C:10]([C:16]([OH:18])=O)[NH:11]2.[ClH:20].Cl.Cl.[NH2:23][CH:24]1[CH2:29][CH2:28][N:27]([CH2:30][CH2:31][N:32]2[CH2:37][CH2:36][CH:35]([OH:38])[CH2:34][CH2:33]2)[CH2:26][CH2:25]1>>[ClH:20].[ClH:20].[OH:38][CH:35]1[CH2:34][CH2:33][N:32]([CH2:31][CH2:30][N:27]2[CH2:26][CH2:25][CH:24]([NH:23][C:16]([C:10]3[NH:11][C:12]4[C:8]([CH:9]=3)=[C:7]([O:6][CH2:5][CH2:4][CH2:3][CH:2]([CH3:1])[CH3:19])[CH:15]=[CH:14][CH:13]=4)=[O:18])[CH2:29][CH2:28]2)[CH2:37][CH2:36]1 |f:1.2.3.4,5.6.7|. The reactants are C1C[C@H]([C@H](O[C@@H]1CN)O[C@@H]2[C@H](C[C@H]([C@@H]([C@H]2O)O)N)N)N (3', 4'-dideoxyneamine), FC(C(=O)O)(F)F (trifluoroacetic acid), anhydrides, C1C[C@H]([C@H](O[C@@H]1CN)O[C@@H]2[C@H](C[C@H]([C@@H]([C@H]2O)O)N)N)N (3', 4'-dideoxyneamine), FC(C(=O)O)(F)F (trifluoroacetic acid), FC(C(=O)O)(F)F (trifluoroacetic acid), C(C)OCC (ethyl ether), ( III ), C(C)(=O)Cl (acetyl chloride), C(C)(=O)OC(C)=O (acetic anhydride), 6-O-((S)-α-hydroxy-ω-aminoacyl)-3', 4'-dideoxyneamine. The product is C1C[C@H]([C@H](O[C@@H]1CN)O[C@@H]2[C@H](C[C@H]([C@@H]([C@H]2O)O)N)N)N (3', 4' -dideoxyneamine), FC(C(=O)[O-])(F)F (trifluoroacetate). As a reaction SMILES: C(Cl)(=O)C.C(OC(=O)C)(=O)C.[CH2:12]1[C@@H:17]([CH2:18][NH2:19])[O:16][C@H:15]([O:20][C@H:21]2[C@H:26]([OH:27])[C@@H:25]([OH:28])[C@H:24]([NH2:29])[CH2:23][C@@H:22]2[NH2:30])[C@H:14]([NH2:31])[CH2:13]1.C(OCC)C.[F:37][C:38]([F:43])([F:42])[C:39]([OH:41])=[O:40]>>[CH2:12]1[C@@H:17]([CH2:18][NH2:19])[O:16][C@H:15]([O:20][C@H:21]2[C@H:26]([OH:27])[C@@H:25]([OH:28])[C@H:24]([NH2:29])[CH2:23][C@@H:22]2[NH2:30])[C@H:14]([NH2:31])[CH2:13]1.[F:37][C:38]([F:43])([F:42])[C:39]([O-:41])=[O:40]. Procedure: When an organic compound containing both amino group and hydroxyl group in the molecule thereof is intended to be acetylated preferentially at the hydroxyl group, it has been proposed that the protection of the amino group is done by protonating such amino group with a strong organic acid such as trifluoroacetic acid so as to protect said amino group, and then the hydroxyl group may be acetylated preferentially using a usual acetylation reagent such as acetyl chloride or acetic anhydride or mixe... The reactants are O=C([O-])[O-], CC(=Cc1ccc(O)cc1)c1ccc2c(c1)C(C)(C)CCC2(C)C, CSCCCl, CN(C)C=O, [K+], [K+], O. Yields the product CSCCOc1ccc(C=C(C)c2ccc3c(c2)C(C)(C)CCC3(C)C)cc1. RXN SMILES: [C:30](=[O:31])([O-:32])[O-:33].[CH3:1][C:2]1([CH3:24])[c:3]2[cH:4][cH:5][c:6]([C:14](=[CH:15][c:16]3[cH:17][cH:18][c:19]([OH:22])[cH:20][cH:21]3)[CH3:23])[cH:7][c:8]2[C:9]([CH3:12])([CH3:13])[CH2:10][CH2:11]1.[CH3:25][S:26][CH2:27][CH2:28][Cl:29].[CH3:36][N:37]([CH3:38])[CH:39]=[O:40].[K+:34].[K+:35].[OH2:41]>>[CH3:1][C:2]1([CH3:24])[c:3]2[cH:4][cH:5][c:6]([C:14](=[CH:15][c:16]3[cH:17][cH:18][c:19]([O:22][CH2:28][CH2:27][S:26][CH3:25])[cH:20][cH:21]3)[CH3:23])[cH:7][c:8]2[C:9]([CH3:12])([CH3:13])[CH2:10][CH2:11]1. Reactants: ClC1=CC(=C(C=C1)C=1C(NC(=CN1)C(F)(F)F)=O)F (3-(4-chloro-2-fluorophenyl)-6-trifluoromethyl-2-oxo-1,2-dihydropyrazine), ClC1=CC(=C(C=C1)C=1C(NC(=CN1)C(F)(F)F)=O)F (3-(4-chloro-2-fluorophenyl)-6-trifluoromethyl-2-oxo-1,2-dihydropyrazine), C([O-])([O-])=O.[K+].[K+] (potassium carbonate), CI (methyl iodide), O (water). The solvent is CN(C=O)C (N,N-dimethylformamide). Reaction conditions: temperature 100 celsius, time 2 day. The product is ClC1=CC(=C(C=C1)C=1C(N(C(=CN1)C(F)(F)F)C)=O)F (3-(4-chloro-2-fluorophenyl)-1-methyl-6-trifluoromethyl-2-oxo-1,2-dihydropyrazine). The yield is 64.5%. As a reaction SMILES: [Cl:1][C:2]1[CH:7]=[CH:6][C:5]([C:8]2[C:9](=[O:18])[NH:10][C:11]([C:14]([F:17])([F:16])[F:15])=[CH:12][N:13]=2)=[C:4]([F:19])[CH:3]=1.[C:20](=O)([O-])[O-].[K+].[K+].CI.O>CN(C)C=O>[Cl:1][C:2]1[CH:7]=[CH:6][C:5]([C:8]2[C:9](=[O:18])[N:10]([CH3:20])[C:11]([C:14]([F:17])([F:15])[F:16])=[CH:12][N:13]=2)=[C:4]([F:19])[CH:3]=1 |f:1.2.3|. Procedure: First, 2.93 g of 3-(4-chloro-2-fluorophenyl)-6-trifluoromethyl-2-oxo-1,2-dihydropyrazine (compound 1-1005) was dissolved in 15 ml of N,N-dimethylformamide, to which 2.07 g of potassium carbonate and 1.25 ml of methyl iodide were added, and the mixture was stirred at 100° C. for 2 days. After completion of the reaction, the reaction mixture was poured into water, followed by extraction with ethyl acetate. The organic layer was washed with saturated sodium chloride solution, dried with anhydrous m... Starting materials: COC=1C=C(C(=O)C2=CC=NC=C2)C=CC1 (4-[3-methoxybenzoyl]pyridine), IC (iodomethane). The solvent is CC(=O)C (acetone). Conditions: time 48 hour. The product is [I-].COC=1C=C(C(=O)C2=CC=[N+](C=C2)C)C=CC1 (4-[3-methoxybenzoyl]-1-methylpyridinium iodide). Yield: 91.3%. As a reaction SMILES: [CH3:1][O:2][C:3]1[CH:4]=[C:5]([CH:14]=[CH:15][CH:16]=1)[C:6]([C:8]1[CH:13]=[CH:12][N:11]=[CH:10][CH:9]=1)=[O:7].[I:17][CH3:18]>CC(C)=O>[I-:17].[CH3:1][O:2][C:3]1[CH:4]=[C:5]([CH:14]=[CH:15][CH:16]=1)[C:6]([C:8]1[CH:13]=[CH:12][N+:11]([CH3:18])=[CH:10][CH:9]=1)=[O:7] |f:3.4|. Reported procedure: A mixture of 4-[3-methoxybenzoyl]pyridine(790 mg, 3.7 mmol) and iodomethane (1.15 ml, 18.5 mmol) in acetone (10 mL) was stirred at room temperature for 48 h. The precipitate was filtered, washed with diethyl ether and dried in vacuo to give 1.2 g (91%) of an orange powder. The reactants are CC1COC2=CC=CC(=C2C1)OC1=NC=C(C=C1)[N+](=O)[O-] (2-[(3-methyl-3,4-dihydro-2H-chromen-5-yl)oxy]-5-nitropyridine), CC1COC2=CC=CC(=C2C1)OC1=NC=C(C=C1)[N+](=O)[O-] (2-[(3-methyl-3,4-dihydro-2H-chromen-5-yl)oxy]-5-nitropyridine), O.NN (hydrazine hydrate). The reagents and catalysts are [Pd] (Pd/C). Solvent: C(C)O (ethanol). Run at temperature 90 celsius, time 1 hour. The product is CC1COC2=CC=CC(=C2C1)OC1=CC=C(C=N1)N (6-[(3-methyl-3,4-dihydro-2H-chromen-5-yl)oxy]-3-pyridinamine). The yield is 81.1%. RXN SMILES: O.NN.[CH3:4][CH:5]1[CH2:14][C:13]2[C:8](=[CH:9][CH:10]=[CH:11][C:12]=2[O:15][C:16]2[CH:21]=[CH:20][C:19]([N+:22]([O-])=O)=[CH:18][N:17]=2)[O:7][CH2:6]1>C(O)C.[Pd]>[CH3:4][CH:5]1[CH2:14][C:13]2[C:8](=[CH:9][CH:10]=[CH:11][C:12]=2[O:15][C:16]2[N:17]=[CH:18][C:19]([NH2:22])=[CH:20][CH:21]=2)[O:7][CH2:6]1 |f:0.1|. Procedure: In a 50 ml round-bottomed flask 2-[(3-methyl-3,4-dihydro-2H-chromen-5-yl)oxy]-5-nitropyridine (Intermediate 118, 181 mg) was dissolved in ethanol (10 ml) to give a pale yellow solution. Pd/C (33.0 mg, 0.031 mmol) and hydrazine hydrate (0.030 ml, 0.310 mmol) were added. The reaction mixture was stirred at 90° C. After 1 hour, the reaction mixture was filtered and evaporated under vacuum to give the title compound (131.4 mg). The reactants are FC1=C(C=C(C=C1)C(F)(F)F)[N+](=O)[O-] (1-fluoro-2-nitro-4-trifluoromethyl-benzene), NC(CCNC(OC(C)(C)C)=O)(C)C (tert-butyl (3-amino-3-methyl-butyl)-carbamate), yellow oil. Product: CC(CCNC(OC(C)(C)C)=O)(C)NC1=C(C=C(C=C1)C(F)(F)F)[N+](=O)[O-] (tert-butyl [3-methyl-3-(2-nitro-4-trifluoromethyl-phenylamino)-butyl]-carbamate). As a reaction SMILES: F[C:2]1[CH:7]=[CH:6][C:5]([C:8]([F:11])([F:10])[F:9])=[CH:4][C:3]=1[N+:12]([O-:14])=[O:13].[NH2:15][C:16]([CH3:28])([CH3:27])[CH2:17][CH2:18][NH:19][C:20](=[O:26])[O:21][C:22]([CH3:25])([CH3:24])[CH3:23]>>[CH3:28][C:16]([NH:15][C:2]1[CH:7]=[CH:6][C:5]([C:8]([F:11])([F:10])[F:9])=[CH:4][C:3]=1[N+:12]([O-:14])=[O:13])([CH3:27])[CH2:17][CH2:18][NH:19][C:20](=[O:26])[O:21][C:22]([CH3:24])([CH3:23])[CH3:25]. Procedure details: This is prepared analogously to method 2a) from a total of 3.25 g (15.5 mmol) 1-fluoro-2-nitro-4-trifluoromethyl-benzene and 2.74 g (13.5 mmol) tert-butyl (3-amino-3-methyl-butyl)-carbamate. 6.1 g yellow oil. Mass spectroscopy: [M+H]+=392. Reactants: C(C)C(C(=O)O)CCCC (2-ethylhexanoic acid), S(=O)(Cl)Cl (thionyl chloride), ClN1C(CCC1=O)=O (N-chloro succinimide), S(=O)(Cl)Cl (thionyl chloride), Cl (HCl), ClCl (Cl2). The product is ClC(C(=O)Cl)(CCCC)CC (2-chloro-2-ethylhexanoyl chloride). Isolated yield 17.6%. As a reaction SMILES: [CH2:1]([CH:3]([CH2:7][CH2:8][CH2:9][CH3:10])[C:4](O)=[O:5])[CH3:2].S(Cl)(Cl)=O.ClN1C(=O)CCC1=O.[ClH:23].[Cl:24]Cl>>[Cl:23][C:3]([CH2:1][CH3:2])([CH2:7][CH2:8][CH2:9][CH3:10])[C:4]([Cl:24])=[O:5]. Procedure details: To 100 gm of 2-ethylhexanoic acid (0.693 moles) was added 247.5 g of thionyl chloride (2.080 moles) over 30 min. The solution was then heated at 70° for 2 hours. To the cooled solution was added 185.2 gm of N-chloro succinimide (1.387 moles), 165.0 g of thionyl chloride (1.387 moles) and 2.0 ml of concentrated HCl. The mixture was heated at 80° for 2 hours, after which time there was no more apparent Cl2 gas being given off. The mixture was cooled and filtered. The filtrate was distilled at atmo... Starting materials: C(C1=CC=CC=C1)(=O)C1=NC(=NC=C1C(=O)OCC)SC (ethyl 4-benzoyl-2-(methylthio)pyrimidine-5-carboxylate), ClC=1C=C(C(=O)OO)C=CC1 (meta-chloroperoxybenzoic acid), CCN(C(C)C)C(C)C (Hunig's base), CN1CCN(CC1)C1=CC=C(N)C=C1 (4-(4-methylpiperazin-1-yl)aniline). Solvent: ClCCl (dichloromethane). Run at temperature 45 celsius, time 1 hour. The product is C(C1=CC=CC=C1)(=O)C1=NC(=NC=C1C(=O)OCC)NC1=CC=C(C=C1)N1CCN(CC1)C (Ethyl 4-benzoyl-2-(4-(4-methylpiperazin-1-yl)phenylamino)pyrimidine-5-carboxylate). RXN SMILES: [C:1]([C:9]1[C:14]([C:15]([O:17][CH2:18][CH3:19])=[O:16])=[CH:13][N:12]=[C:11](SC)[N:10]=1)(=[O:8])[C:2]1[CH:7]=[CH:6][CH:5]=[CH:4][CH:3]=1.ClC1C=C(C=CC=1)C(OO)=O.CCN(C(C)C)C(C)C.[CH3:42][N:43]1[CH2:48][CH2:47][N:46]([C:49]2[CH:55]=[CH:54][C:52]([NH2:53])=[CH:51][CH:50]=2)[CH2:45][CH2:44]1>ClCCl>[C:1]([C:9]1[C:14]([C:15]([O:17][CH2:18][CH3:19])=[O:16])=[CH:13][N:12]=[C:11]([NH:53][C:52]2[CH:51]=[CH:50][C:49]([N:46]3[CH2:45][CH2:44][N:43]([CH3:42])[CH2:48][CH2:47]3)=[CH:55][CH:54]=2)[N:10]=1)(=[O:8])[C:2]1[CH:7]=[CH:6][CH:5]=[CH:4][CH:3]=1. Reported procedure: To a cold (0° C.) solution of Example 3A (200 mg, 0.661 mmol) in dichloromethane (2.2 mL) was added meta-chloroperoxybenzoic acid (179 mg, 0.728 mmol) in a single portion. After 1 hour, the reaction mixture was partitioned between 10% sodium thiosulfate solution and ethyl acetate. The layers were separated, and the organic layer was washed with saturated sodium bicarbonate solution, dried with anhydrous sodium sulfate, filtered and concentrated under reduced pressure. The residue was dissolved i...